This data is from the Open Reaction Database (ORD), a public repository of structured organic reaction records. The task is: describe an organic reaction: reactants, conditions, products, and yield Reactants: CO, O=C[O-], CN1CCOc2c(ccc(F)c2Cl)C1=O, [NH4+]. Yields the product CN1CCOc2cc(F)ccc2C1=O. Reaction SMILES: [CH3:20][OH:21].[CH:16]([O-:17])=[O:18].[Cl:1][c:2]1[c:3]([F:15])[cH:4][cH:5][c:6]2[c:12]1[O:11][CH2:10][CH2:9][N:8]([CH3:13])[C:7]2=[O:14].[NH4+:19]>>[cH:2]1[c:3]([F:15])[cH:4][cH:5][c:6]2[c:12]1[O:11][CH2:10][CH2:9][N:8]([CH3:13])[C:7]2=[O:14].